Dataset: the Open Reaction Database (ORD), a public repository of structured organic reaction records. Task: describe an organic reaction: reactants, conditions, products, and yield The reactants are C1(=CC=C(C=C1)COC=1C=C2CCC(CC2=CC1)CCNCC)C1=CC=CC=C1 (6-(4-Biphenylyl)methoxy-2-[2-(N-ethylamino)ethyl]tetralin), Cl (hydrochloride). Yields the product Cl.C1(=CC=C(C=C1)COC=1C=C2CCC(CC2=CC1)CCNCC)C1=CC=CC=C1 (6-(4-Biphenylyl)methoxy-2-[2-(N-ethylamino)ethyl]tetralin Hydrochloride). Reaction SMILES: [C:1]1([C:24]2[CH:29]=[CH:28][CH:27]=[CH:26][CH:25]=2)[CH:6]=[CH:5][C:4]([CH2:7][O:8][C:9]2[CH:10]=[C:11]3[C:16](=[CH:17][CH:18]=2)[CH2:15][CH:14]([CH2:19][CH2:20][NH:21][CH2:22][CH3:23])[CH2:13][CH2:12]3)=[CH:3][CH:2]=1.[ClH:30]>>[ClH:30].[C:1]1([C:24]2[CH:25]=[CH:26][CH:27]=[CH:28][CH:29]=2)[CH:2]=[CH:3][C:4]([CH2:7][O:8][C:9]2[CH:10]=[C:11]3[C:16](=[CH:17][CH:18]=2)[CH2:15][CH:14]([CH2:19][CH2:20][NH:21][CH2:22][CH3:23])[CH2:13][CH2:12]3)=[CH:5][CH:6]=1 |f:2.3|. Procedure details: 6-(4-Biphenylyl)methoxy-2-[2-(N-ethylamino)ethyl]tetralin (1.009 g) was converted into its hydrochloride. The hydrochloride was washed with methanol, ethyl acetate, and diethyl ether to obtain the titled compound (810 mg).